From a dataset of the Open Reaction Database (ORD), a public repository of structured organic reaction records. describe an organic reaction: reactants, conditions, products, and yield The reactants are C(C)(=O)[O-].[Mn+2].C(C)(=O)[O-] (manganese(II) acetate), OC1=C(C(=O)NCCNC(C2=C(C=CC=C2)O)=O)C=CC=C1 (N,N'-bis-(2-hydroxybenzoyl)-1,2-diaminoethane). The solvent is C(C)O (ethanol). Product: OC1=C(C(=O)NCCNC(C2=C(C=CC=C2)O)=O)C=CC=C1.[Mn] (N,N'-bis-(2-hydroxybenzoyl)-1,2-diaminoethane manganese). As a reaction SMILES: C([O-])(=O)C.[Mn+2:5].C([O-])(=O)C.[OH:10][C:11]1[CH:31]=[CH:30][CH:29]=[CH:28][C:12]=1[C:13]([NH:15][CH2:16][CH2:17][NH:18][C:19](=[O:27])[C:20]1[CH:25]=[CH:24][CH:23]=[CH:22][C:21]=1[OH:26])=[O:14]>C(O)C>[OH:10][C:11]1[CH:31]=[CH:30][CH:29]=[CH:28][C:12]=1[C:13]([NH:15][CH2:16][CH2:17][NH:18][C:19](=[O:27])[C:20]1[CH:25]=[CH:24][CH:23]=[CH:22][C:21]=1[OH:26])=[O:14].[Mn:5] |f:0.1.2,5.6|. Reported procedure: 1.86 g of manganese(II) acetate (tetrahydrate) were added in portions to a solution of 21.6 g of N,N'-bis-(2-hydroxybenzoyl)-1,2-diaminoethane, [prepared in accordance with: Y. A. Ibrahim, A. H. M. Elwahy, Synthesis 503-508 (1993)] in 30 ml of ethanol and the mixture was heated at reflux for three hours. After the reaction solution had been cooled, the precipitate was separated off, washed with ethanol and dried; this gave 2.88 g of N,N'-bis-(2-hydroxybenzoyl)-1,2-diaminoethane-manganese complex... Reactants: COC(=O)C=1SC(=CC1C#N)CO (3-Cyano-5-hydroxymethyl-thiophene-2-carboxylic acid methyl ester), I(=O)(=O)(=O)O (Periodic Acid). Reagents/catalysts: C=1C=C[NH+]=CC1.[O-][Cr](=O)(=O)Cl (PCC). Solvent: CC#N (MeCN), CCOC(=O)C (EtOAc), CC#N (MeCN). Conditions: time 30 minute. Product: COC(=O)C=1SC(=CC1C#N)C(=O)O (3-Cyano-thiophene-2,5-dicarboxylic acid 2-methyl ester). Yield: 90.5%. Reaction SMILES: [CH3:1][O:2][C:3]([C:5]1[S:6][C:7]([CH2:12][OH:13])=[CH:8][C:9]=1[C:10]#[N:11])=[O:4].I(O)(=O)(=O)=[O:15]>CC#N.CCOC(C)=O.C1C=C[NH+]=CC=1.[O-][Cr](Cl)(=O)=O>[CH3:1][O:2][C:3]([C:5]1[S:6][C:7]([C:12]([OH:15])=[O:13])=[CH:8][C:9]=1[C:10]#[N:11])=[O:4] |f:4.5|. Procedure: A mixture of 3-Cyano-5-hydroxymethyl-thiophene-2-carboxylic acid methyl ester (0.1342 g, 0.68 mmol) and Periodic Acid (0.34 g, 1.50 mmol) in MeCN (9.5 ml) was stirred for 30 min. A solution of PCC (0.010 g, 0.015 mmol) in MeCN (0.5 ml) was added. After 1 h, the reaction mixture was diluted with EtOAc (50 ml), washed with sodium sulfite, brine, dried over sodium sulfate, filtered and evaporated. Isolate 0.13 g (90%) of beige solid. Starting materials: COC1=C(CN2CC=3N(C4=C(C2=O)C=C(C=C4)F)C=NC3C(=O)OCC)C=CC(=C1)OC (ethyl 5-(2,4-dimethoxybenzyl)-8-fluoro-5,6-dihydro-6-oxo-4H-imidazo[1,5-a][1,4]benzodiazepine-3-carboxylate). Run in FC(C(=O)O)(F)F (trifluoroacetic acid). Product: FC=1C=CC2=C(C(NCC=3N2C=NC3C(=O)OCC)=O)C1 (ethyl 8-fluoro-5,6-dihydro-6-oxo-4H-imidazo[1,5-a][1,4]benzodiazepine-3-carboxylate). As a reaction SMILES: COC1C=C(OC)C=CC=1C[N:6]1[C:12](=[O:13])[C:11]2[CH:14]=[C:15]([F:18])[CH:16]=[CH:17][C:10]=2[N:9]2[CH:19]=[N:20][C:21]([C:22]([O:24][CH2:25][CH3:26])=[O:23])=[C:8]2[CH2:7]1>FC(F)(F)C(O)=O>[F:18][C:15]1[CH:16]=[CH:17][C:10]2[N:9]3[CH:19]=[N:20][C:21]([C:22]([O:24][CH2:25][CH3:26])=[O:23])=[C:8]3[CH2:7][NH:6][C:12](=[O:13])[C:11]=2[CH:14]=1. Procedure: 13.0 g (29.6 mmol) of ethyl 5-(2,4-dimethoxybenzyl)-8-fluoro-5,6-dihydro-6-oxo-4H-imidazo[1,5-a][1,4]benzodiazepine-3-carboxylate are heated to boiling under reflux for 4 hours in 45 ml of trifluoroacetic acid. After evaporation of the dark red suspension in vacuo, the residue is treated with water and made alkaline with ca 100 ml of 15 percent potassium carbonate solution. The separated material is filtered off under suction and washed with water. After recrystallisation from ca 500 ml of ethan... Reactants: C1OC=2C=C(CCN)C=CC2O1 (3,4-methylenedioxyphenethylamine), ClC=1C2=C(N=C(N1)C1=NC=CC=C1)SC=C2C (4-chloro-2-(pyridin-2-yl)-5-methyl-thieno-[2,3-d]-pyrimidine). The product is N1=C(C=CC=C1)C=1N=C(C2=C(N1)SC=C2C)NCCC2=CC1=C(C=C2)OCO1 (2-(pyridin-2-yl)-4-(3,4-methylenedioxyphenethylamino)-5-methyl-thieno-[2,3-d]-pyrimidine). As a reaction SMILES: [CH2:1]1[O:12][C:11]2[CH:10]=[CH:9][C:5]([CH2:6][CH2:7][NH2:8])=[CH:4][C:3]=2[O:2]1.Cl[C:14]1[C:15]2[C:28]([CH3:29])=[CH:27][S:26][C:16]=2[N:17]=[C:18]([C:20]2[CH:25]=[CH:24][CH:23]=[CH:22][N:21]=2)[N:19]=1>>[N:21]1[CH:22]=[CH:23][CH:24]=[CH:25][C:20]=1[C:18]1[N:19]=[C:14]([NH:8][CH2:7][CH2:6][C:5]2[CH:9]=[CH:10][C:11]3[O:12][CH2:1][O:2][C:3]=3[CH:4]=2)[C:15]2[C:28]([CH3:29])=[CH:27][S:26][C:16]=2[N:17]=1. Reported procedure: With the procedure of Example 1, the reaction of 3,4-methylenedioxyphenethylamine with 4-chloro-2-(pyridin-2-yl)-5-methyl-thieno-[2,3-d]-pyrimidine yields 2-(pyridin-2-yl)-4-(3,4-methylenedioxyphenethylamino)-5-methyl-thieno-[2,3-d]-pyrimidine.